This data is from the Open Reaction Database (ORD), a public repository of structured organic reaction records. The task is: describe an organic reaction: reactants, conditions, products, and yield The reactants are C(C)(C)OC=1OCC(C1C(=O)OC(C)C)=O (isopropyl 2-isopropoxy-4-oxo-4,5-dihydrofuran-3-carboxylate), C1(CCCCC1)N (cyclohexylamine), C(CC(=O)OC(C)C)(=O)OC(C)C (diisopropyl malonate), ClCC(=O)Cl (chloroacetyl chloride), N1C=C(C2=CC=CN=C12)C=O (7-azaindole-3-carboxaldehyde), N1CCCCC1 (piperidine). Reaction conditions: time 14 hour. Product: N1C=C(C=2C1=NC=CC2)C=C2C(C(=C(O2)NC2CCCCC2)C(=O)OC(C)C)=O (Isopropyl 5-[(1H-pyrrolo[2,3-b]pyridin-3-yl)methylene]-2-(cyclohexylamino)-4-oxo-4,5-dihydrofuran-3-carboxylate). Reaction SMILES: C(O[C:5]1[O:6][CH2:7][C:8](=[O:16])[C:9]=1[C:10]([O:12][CH:13]([CH3:15])[CH3:14])=[O:11])(C)C.C(OC(C)C)(=O)CC(OC(C)C)=O.ClCC(Cl)=O.[CH:35]1([NH2:41])[CH2:40][CH2:39][CH2:38][CH2:37][CH2:36]1.[NH:42]1[C:50]2[C:45](=[CH:46][CH:47]=[CH:48][N:49]=2)[C:44]([CH:51]=O)=[CH:43]1.N1CCCCC1>CC(O)C>[NH:42]1[C:50]2=[N:49][CH:48]=[CH:47][CH:46]=[C:45]2[C:44]([CH:51]=[C:7]2[O:6][C:5]([NH:41][CH:35]3[CH2:40][CH2:39][CH2:38][CH2:37][CH2:36]3)=[C:9]([C:10]([O:12][CH:13]([CH3:14])[CH3:15])=[O:11])[C:8]2=[O:16])=[CH:43]1. The yield is 4.5%. The solvent is CC(C)O (2-propanol). Reported procedure: A solution of isopropyl 2-isopropoxy-4-oxo-4,5-dihydrofuran-3-carboxylate (0.10 g, 0.44 mmol) which similarly prepared according to the procedure described in the Example 74, Third step using diisopropyl malonate and chloroacetyl chloride, and cyclohexylamine (0.055 mL, 0.48 mmol) in 2-propanol (2.0 mL) was stirred at ambient temperature for 14 h. To this reaction mixture, 7-azaindole-3-carboxaldehyde (0.065 g, 0.44 mmol) and piperidine (0.0044 mL, 0.044 mmol) were added then the mixture was ref... Reaction SMILES: [Br:1][c:2]1[c:3]([C:15](=[O:16])[NH2:17])[n:4][c:5](-[c:7]2[c:8]([F:14])[cH:9][cH:10][cH:11][c:12]2[F:13])[o:6]1.[C:28](=[O:29])([O-:30])[O-:31].[CH3:34][C:35]#[N:36].[CH3:37][CH2:38][O:39][C:40]([CH3:41])=[O:42].[Na+:32].[Na+:33].[OH:18][c:19]1[cH:20][cH:21][c:22]([B:25]([OH:26])[OH:27])[cH:23][cH:24]1>>[c:2]1(-[c:22]2[cH:21][cH:20][c:19]([OH:18])[cH:24][cH:23]2)[c:3]([C:15](=[O:16])[NH2:17])[n:4][c:5](-[c:7]2[c:8]([F:14])[cH:9][cH:10][cH:11][c:12]2[F:13])[o:6]1. Yields the product NC(=O)c1nc(-c2c(F)cccc2F)oc1-c1ccc(O)cc1. Reactants: NC(=O)c1nc(-c2c(F)cccc2F)oc1Br, O=C([O-])[O-], CC#N, CCOC(C)=O, [Na+], [Na+], OB(O)c1ccc(O)cc1. Starting materials: ClCCl, CC(C)(C)OC(=O)N1CC2CC1CN2Cc1ccc(O)cc1. Product: Oc1ccc(CN2CCCCC2)cc1. As a reaction SMILES: [Cl:23][CH2:24][Cl:25].[OH:1][c:2]1[cH:3][cH:4][c:5]([CH2:6][N:7]2[CH:8]3[CH2:9][N:10]([C:14]([O:15][C:16]([CH3:17])([CH3:18])[CH3:19])=[O:20])[CH:11]([CH2:12]2)[CH2:13]3)[cH:21][cH:22]1>>[OH:1][c:2]1[cH:3][cH:4][c:5]([CH2:6][N:7]2[CH2:9][CH2:8][CH2:13][CH2:11][CH2:12]2)[cH:21][cH:22]1. Starting materials: ClC1=C(C(=CC=C1)Cl)C1=NC2=CC=C(C=C2C=C1)CC(C(=O)OC)NC1=C(C(C1=O)=O)OC(C)C (methyl 3-[2-(2,6-dichlorophenyl)-6-quinolinyl]-2-[(2-isopropoxy-3,4-dioxo-1-cyclobuten-1-yl)amino]propanoate), C(CC)N (n-propylamine), CN(C)C=O (DMF). Run in O (water), CO (CH3OH), O (water). Run at time 8 hour. The product is ClC1=C(C(=CC=C1)Cl)C1=NC2=CC=C(C=C2C=C1)CC(C(=O)OC)NC1=C(C(C1=O)=O)NCCC (methyl 3-[2-(2,6-dichlorophenyl)-6-quinolinyl]-2-{[3,4-dioxo-2-(propylamino)-1-cyclobuten-1-yl]amino}propanoate). Isolated yield 10.0%. RXN SMILES: [Cl:1][C:2]1[CH:7]=[CH:6][CH:5]=[C:4]([Cl:8])[C:3]=1[C:9]1[CH:18]=[CH:17][C:16]2[C:11](=[CH:12][CH:13]=[C:14]([CH2:19][CH:20]([NH:25][C:26]3[C:29](=[O:30])[C:28](=[O:31])[C:27]=3OC(C)C)[C:21]([O:23][CH3:24])=[O:22])[CH:15]=2)[N:10]=1.[CH2:36]([NH2:39])[CH2:37][CH3:38].CN(C=O)C>CO.O>[Cl:8][C:4]1[CH:5]=[CH:6][CH:7]=[C:2]([Cl:1])[C:3]=1[C:9]1[CH:18]=[CH:17][C:16]2[C:11](=[CH:12][CH:13]=[C:14]([CH2:19][CH:20]([NH:25][C:26]3[C:29](=[O:30])[C:28](=[O:31])[C:27]=3[NH:39][CH2:36][CH2:37][CH3:38])[C:21]([O:23][CH3:24])=[O:22])[CH:15]=2)[N:10]=1. Reported procedure: To methyl 3-[2-(2,6-dichlorophenyl)-6-quinolinyl]-2-[(2-isopropoxy-3,4-dioxo-1-cyclobuten-1-yl)amino]propanoate 116 (690 mg) in CH3OH (20 ml) are added 132 μl of n-propylamine. After addition of DMF (15 ml), the solution is stirred at RT overnight. The evaporation of CH3OH gives a DMF residue that is diluted in water (200 ml) and stirred overnight. The solid is filtered, washed with water then with MeOH, diluted in DMF, and n-propylamine (150 μl) is added to drive the reaction to completion. The... The reactants are CNC(C1=NC=CC(=C1)OC1=CC2=C(N=C(S2)N[C@@H]2CNCCC2)C=C1)=O ((S)—N-methyl-4-(2-(piperidin-3-ylamino)benzo[d]thiazol-6-yloxy)picolinamide), CCN(C(C)C)C(C)C (DIPEA), N(=C=O)C(C)C (2-isocyanatopropane). Run in CN1CCCC1=O (NMP). Conditions: time 18 hour. The product is C(C)(C)NC(=O)N1C[C@H](CCC1)NC=1SC2=C(N1)C=CC(=C2)OC2=CC(=NC=C2)C(=O)NC ((S)-4-(2-(1-(isopropylcarbamoyl)piperidin-3-ylamino)benzo[d]thiazol-6-yloxy)-N-methylpicolinamide). Yield: 40.0%. As a reaction SMILES: [CH3:1][NH:2][C:3](=[O:27])[C:4]1[CH:9]=[C:8]([O:10][C:11]2[CH:26]=[CH:25][C:14]3[N:15]=[C:16]([NH:18][C@H:19]4[CH2:24][CH2:23][CH2:22][NH:21][CH2:20]4)[S:17][C:13]=3[CH:12]=2)[CH:7]=[CH:6][N:5]=1.CCN(C(C)C)C(C)C.[N:37]([CH:40]([CH3:42])[CH3:41])=[C:38]=[O:39]>CN1C(=O)CCC1>[CH:40]([NH:37][C:38]([N:21]1[CH2:22][CH2:23][CH2:24][C@H:19]([NH:18][C:16]2[S:17][C:13]3[CH:12]=[C:11]([O:10][C:8]4[CH:7]=[CH:6][N:5]=[C:4]([C:3]([NH:2][CH3:1])=[O:27])[CH:9]=4)[CH:26]=[CH:25][C:14]=3[N:15]=2)[CH2:20]1)=[O:39])([CH3:42])[CH3:41]. Procedure: To the solution of (S)—N-methyl-4-(2-(piperidin-3-ylamino)benzo[d]thiazol-6-yloxy)picolinamide (13 mg, 30 μmol) and DIPEA (17 μL, 100 μmol) in 300 μL of NMP was added 2-isocyanatopropane (5 μL, 50 μmol). The reaction solution was stirred at room temperature for 18 hours. The crude reaction solution was purified on prep HPLC and evaporated in vacuo to give (S)-4-(2-(1-(isopropylcarbamoyl)piperidin-3-ylamino)benzo[d]thiazol-6-yloxy)-N-methylpicolinamide (5.9 mg, 12 μmol) as white powder. ES/MS m/z... Starting materials: NC([C@H](CC(C)C)NC([C@H](C(C)(C)C)NC(=O)N1N=C(C=2CN(CCC21)C)C2=C(C=C(C(=C2)F)F)F)=O)=O (N-((S)-1-((S)-1-amino-4-methyl-1-oxopentan-2-ylamino)-3,3-dimethyl-1-oxobutan-2-yl)-5-methyl-3-(2,4,5-trifluorophenyl)-4,5,6,7-tetrahydro-1H-pyrazolo[4,3-c]pyridine-1-carboxamide), N1CCC(CC1)C(=O)N (piperidine-4-carboxamide). Yields the product C(N)(=O)C1CCN(CC1)C([C@H](C(C)(C)C)NC(=O)N1N=C(C=2CN(CCC21)C)C2=C(C=C(C(=C2)F)F)F)=O ((S)-N-(1-(4-carbamoylpiperidin-1-yl)-3,3-dimethyl-1-oxobutan-2-yl)-5-methyl-3-(2,4,5-trifluorophenyl)-4,5,6,7-tetrahydro-1H-pyrazolo[4,3-c]pyridine-1-carboxamide). Reaction SMILES: NC(=O)[C@@H:3]([NH:8][C:9](=[O:37])[C@@H:10]([NH:15][C:16]([N:18]1[C:26]2[CH2:25][CH2:24][N:23]([CH3:27])[CH2:22][C:21]=2[C:20]([C:28]2[CH:33]=[C:32]([F:34])[C:31]([F:35])=[CH:30][C:29]=2[F:36])=[N:19]1)=[O:17])[C:11]([CH3:14])([CH3:13])[CH3:12])[CH2:4]C(C)C.N1CC[CH:42]([C:45]([NH2:47])=[O:46])[CH2:41][CH2:40]1>>[C:45]([CH:42]1[CH2:41][CH2:40][N:8]([C:9](=[O:37])[C@@H:10]([NH:15][C:16]([N:18]2[C:26]3[CH2:25][CH2:24][N:23]([CH3:27])[CH2:22][C:21]=3[C:20]([C:28]3[CH:33]=[C:32]([F:34])[C:31]([F:35])=[CH:30][C:29]=3[F:36])=[N:19]2)=[O:17])[C:11]([CH3:14])([CH3:12])[CH3:13])[CH2:3][CH2:4]1)(=[O:46])[NH2:47]. Reported procedure: Compound 79 was prepared according to the procedure described for the synthesis of compound 72 by replacing leucine amide with piperidine-4-carboxamide. LCMS (+ESI) m/z=535.4 [M+H]+.